Dataset: the Open Reaction Database (ORD), a public repository of structured organic reaction records. Task: describe an organic reaction: reactants, conditions, products, and yield The reactants are CC(CN1C(N(C2=C1C=CC(=C2)C2=CC(=CC=C2)O)C)=O)(C)C (1-(2,2-dimethylpropyl)-5-(3-hydroxyphenyl)-3-methyl-1,3-dihydro-2H-benzimidazol-2-one), C([O-])([O-])=O.[Cs+].[Cs+] (Cesium carbonate), BrC1=CC=C(C#N)C=C1 (4-Bromobenzonitrile). Reagents/catalysts: [Cu]Cl (Copper (I) Chloride). Run in CN1CCCC1 (N-Methylpyrrolidine). Run at time 45 minute. Product: CC(CN1C(N(C2=C1C=CC(=C2)C=2C=C(OC1=CC=C(C#N)C=C1)C=CC2)C)=O)(C)C (4-{3-[1-(2,2-dimethylpropyl)-3-methyl-2-oxo-2,3-dihydro-1H-benzimidazol-5-yl]phenoxy}benzonitrile). RXN SMILES: [CH3:1][C:2]([CH3:23])([CH3:22])[CH2:3][N:4]1[C:8]2[CH:9]=[CH:10][C:11]([C:13]3[CH:18]=[CH:17][CH:16]=[C:15]([OH:19])[CH:14]=3)=[CH:12][C:7]=2[N:6]([CH3:20])[C:5]1=[O:21].C(=O)([O-])[O-].[Cs+].[Cs+].Br[C:31]1[CH:38]=[CH:37][C:34]([C:35]#[N:36])=[CH:33][CH:32]=1>CN1CCCC1.[Cu]Cl>[CH3:1][C:2]([CH3:23])([CH3:22])[CH2:3][N:4]1[C:8]2[CH:9]=[CH:10][C:11]([C:13]3[CH:14]=[C:15]([CH:16]=[CH:17][CH:18]=3)[O:19][C:31]3[CH:38]=[CH:37][C:34]([C:35]#[N:36])=[CH:33][CH:32]=3)=[CH:12][C:7]=2[N:6]([CH3:20])[C:5]1=[O:21] |f:1.2.3|. Reported procedure: A solution of 1-(2,2-dimethylpropyl)-5-(3-hydroxyphenyl)-3-methyl-1,3-dihydro-2H-benzimidazol-2-one (1-179, 70 mg, 0.23 mmol) and Cesium carbonate (73.5 mg, 0.23 mmol, 1.0 eq) in N-Methylpyrrolidine (1 ml) was stirred at 23 deg C. for 45 min. 4-Bromobenzonitrile and Copper (I) Chloride were added and the resulting mixture was irradiated in a microwave at 150 deg C. for 5 min. LC/MS analysis showed very little conversion, so the reaction was capped and heated in an oil bath at 175 deg C. for 16 h... Reaction SMILES: [CH:1](=[O:8])[C:2]1[CH:7]=[CH:6][CH:5]=[CH:4][CH:3]=1.[CH2:9](O)[CH:10]([OH:15])[CH2:11][CH2:12][CH2:13][CH3:14]>C1(C)C=CC=CC=1.C12(CS(O)(=O)=O)C(C)(C)C(CC1)CC2=O>[CH2:11]([CH:10]1[O:15][CH:1]([C:2]2[CH:7]=[CH:6][CH:5]=[CH:4][CH:3]=2)[O:8][CH2:9]1)[CH2:12][CH2:13][CH3:14]. Procedure: A solution of benzaldehyde (5.1 mL, 50.0 mmol), 1,2-hexanediol (6.5 g, 55.0 mmol), and camphorsulfonic acid (0.58 g, 2.5 mmol) in 50 mL of toluene was heated to reflux (Dean-Stark) with azeotropic removal of water. When the theoretical amount of water was distilled (4.5 hours), the mixture was cooled to room temperature and diluted with 80 mL of ether. The solution was extracted with 2M aqueous sodium carbonate, water and brine, dried (Na2SO4), filtered, and concentrated to provide 10.54 g (102%... The reagents and catalysts are C12(C(=O)CC(CC1)C2(C)C)CS(=O)(=O)O (camphorsulfonic acid). The product is C(CCC)C1COC(O1)C1=CC=CC=C1 (5-n-butyl-2-phenyl-1,3-dioxolane). The solvent is C1(=CC=CC=C1)C (toluene). Isolated yield 102.2%. The reactants are C(C1=CC=CC=C1)=O (benzaldehyde), C(C(CCCC)O)O (1,2-hexanediol). Starting materials: O1C(C1)COC1=CC=CC=2NC3=CC=CC=C3C12 (4-(oxiran-2-ylmethoxy)-9H-carbazole), C([C@H](O)[C@@H](O)C(=O)O)(=O)O (L(+) tartaric acid), COC1=C(OCCN)C=CC=C1 (2-(2-methoxyphenoxy)ethylamine). Run in CC(C)O (2-propanol), CC(C)O (2-propanol). Yields the product COC=1C=CC=CC1OCCNCC(COC=2C=CC=C3C2C=4C=CC=CC4N3)O.C(C(O)C(O)C(=O)[O-])(=O)[O-] (Carvedilol tartarate). Isolated yield 56.9%. Reaction SMILES: [O:1]1[CH2:3][CH:2]1[CH2:4][O:5][C:6]1[C:18]2[C:17]3[C:12](=[CH:13][CH:14]=[CH:15][CH:16]=3)[NH:11][C:10]=2[CH:9]=[CH:8][CH:7]=1.[CH3:19][O:20][C:21]1[CH:30]=[CH:29][CH:28]=[CH:27][C:22]=1[O:23][CH2:24][CH2:25][NH2:26].[C:31]([OH:40])(=[O:39])[C@@H:32]([C@H:34]([C:36]([OH:38])=[O:37])[OH:35])[OH:33]>CC(O)C>[CH3:19][O:20][C:21]1[CH:30]=[CH:29][CH:28]=[CH:27][C:22]=1[O:23][CH2:24][CH2:25][NH:26][CH2:3][CH:2]([OH:1])[CH2:4][O:5][C:6]1[CH:7]=[CH:8][CH:9]=[C:10]2[NH:11][C:12]3[CH:13]=[CH:14][CH:15]=[CH:16][C:17]=3[C:18]=12.[C:31]([O-:40])(=[O:39])[CH:32]([CH:34]([C:36]([O-:38])=[O:37])[OH:35])[OH:33] |f:4.5|. Reported procedure: A mixture of 4-(oxiran-2-ylmethoxy)-9H-carbazole (II) (25.0 g, 104.60 mmole) and 62.5 ml 2-propanol is heated to 70° C. to 80° C. To this 2-(2-methoxyphenoxy)ethylamine (III) (25.33 g, 151.67 mmole) is added in one lot. The temperature of reaction mass is raised to reflux (80° C. to 85° C.) and maintained at this temperature for 2 hour. After that, this reaction mass is added to the pre-heated (80° C. to 85° C.) solution of L(+) tartaric acid (24.32 g) (162.1 mmole) in 2-propanol (287.5 ml) and ...